Task: describe an organic reaction: reactants, conditions, products, and yield. Dataset: the Open Reaction Database (ORD), a public repository of structured organic reaction records Reactants: C1(=CC=CC=C1)CC(=O)Cl (phenylacetyl chloride), N (ammonia). Run in C1=CC=CC=C1 (benzene), C1=CC=CC=C1 (benzene). Yields the product C1(=CC=CC=C1)CC(=O)N (phenylacetamide). RXN SMILES: [C:1]1([CH2:7][C:8](Cl)=[O:9])[CH:6]=[CH:5][CH:4]=[CH:3][CH:2]=1.[NH3:11]>C1C=CC=CC=1>[C:1]1([CH2:7][C:8]([NH2:11])=[O:9])[CH:6]=[CH:5][CH:4]=[CH:3][CH:2]=1. Reported procedure: Dissolved 15 g (0.1 mol) of phenylacetyl chloride in 100 ml of benzene. While stirring on a magnetic stirrer, introduced ammonia gas into the benzene solution at 20°-30° C. After reaction, the solid was collected by filtration, washed with water, and dried. The filtrate was washed in a separators funnel with water, and dehydrated with anhydrous magnesium sulfate. The solution was evaporated to dryness in a rotary evaporator. The residue together with the solid above obtained was purified by colu... Reactants: CCOC(=O)CBr, c1ccc2c(c1)CCCC2, O=C1CCC2CC=CC=C2C1, CCOC(=O)c1ccc(C=Cc2ccc3c(c2)C(=O)CCC3(C)C)cc1, [Zn]. The product is CCOC(=O)CC1(O)CCC(C)(C)c2ccc(C=Cc3ccc(C(=O)OCC)cc3)cc21. RXN SMILES: [Br:48][CH2:49][C:50](=[O:51])[O:52][CH2:53][CH3:54].[CH2:12]1[c:13]2[c:14]([cH:15][cH:16][cH:17][cH:18]2)[CH2:19][CH2:20][CH2:21]1.[CH2:1]1[C:2]2=[CH:7][CH:6]=[CH:5][CH2:4][CH:3]2[CH2:8][CH2:9][C:10]1=[O:11].[CH3:22][C:23]1([CH3:47])[c:24]2[cH:25][cH:26][c:27]([CH:34]=[CH:35][c:36]3[cH:37][cH:38][c:39]([C:40](=[O:41])[O:42][CH2:43][CH3:44])[cH:45][cH:46]3)[cH:28][c:29]2[C:30](=[O:33])[CH2:31][CH2:32]1.[Zn:55]>>[CH3:22][C:23]1([CH3:47])[c:24]2[cH:25][cH:26][c:27]([CH:34]=[CH:35][c:36]3[cH:37][cH:38][c:39]([C:40](=[O:41])[O:42][CH2:43][CH3:44])[cH:45][cH:46]3)[cH:28][c:29]2[C:30]([OH:33])([CH2:49][C:50](=[O:51])[O:52][CH2:53][CH3:54])[CH2:31][CH2:32]1. Starting materials: CS(=O)(=O)c1ccc([N+](=O)[O-])cc1C(F)(F)F, CCO, [Cl-], [Fe], [NH4+], O. Product: CS(=O)(=O)c1ccc(N)cc1C(F)(F)F. As a reaction SMILES: [CH3:1][S:2](=[O:3])(=[O:4])[c:5]1[c:6]([C:14]([F:15])([F:16])[F:17])[cH:7][c:8]([N+:11]([O-:12])=[O:13])[cH:9][cH:10]1.[CH3:21][CH2:22][OH:23].[Cl-:18].[Fe:24].[NH4+:19].[OH2:20]>>[CH3:1][S:2](=[O:3])(=[O:4])[c:5]1[c:6]([C:14]([F:15])([F:16])[F:17])[cH:7][c:8]([NH2:11])[cH:9][cH:10]1. The reactants are O=[N+]([O-])c1cc2c(O)ncnc2cc1F, CN(C)C=O, O=S(Cl)Cl. Product: O=[N+]([O-])c1cc2c(Cl)ncnc2cc1F. Reaction SMILES: [F:1][c:2]1[c:3]([N+:13](=[O:14])[O-:15])[cH:4][c:5]2[c:6]([OH:12])[n:7][cH:8][n:9][c:10]2[cH:11]1.[O:20]=[CH:21][N:22]([CH3:23])[CH3:24].[S:16]([Cl:17])([Cl:18])=[O:19]>>[F:1][c:2]1[c:3]([N+:13](=[O:14])[O-:15])[cH:4][c:5]2[c:6]([Cl:18])[n:7][cH:8][n:9][c:10]2[cH:11]1. The reactants are C=C(C)C(=O)N=C=O, ClC(Cl)Cl, CC(Cl)Cl, Nc1ccccc1F. Product: C=C(C)C(=O)NC(=O)Nc1ccccc1F. Reaction SMILES: [C:1]([C:2](=[CH2:3])[CH3:4])(=[O:5])[N:6]=[C:7]=[O:8].[CH:21]([Cl:22])([Cl:23])[Cl:24].[Cl:17][CH:18]([Cl:19])[CH3:20].[F:9][c:10]1[c:11]([NH2:12])[cH:13][cH:14][cH:15][cH:16]1>>[C:1]([C:2](=[CH2:3])[CH3:4])(=[O:5])[NH:6][C:7](=[O:8])[NH:12][c:11]1[c:10]([F:9])[cH:16][cH:15][cH:14][cH:13]1. Reactants: O(C1=CC=CC=2NC=CC12)C. The solvent is CCCCCC. Reagents/catalysts: O1B(OC(C)(C)C1(C)C)B2OC(C)(C)C(O2)(C)C, [Ni](=C1N(C=CN1C=2C(=CC(=CC2C)C)C)C=3C(=CC(=CC3C)C)C)=C4N(C=CN4C=5C(=CC(=CC5C)C)C)C=6C(=CC(=CC6C)C)C. Reaction conditions: temperature 60 celsius, time 4 hour. Yield: 55.0%. Product: O(C1=CC=CC=2NC=C(B3OC(C)(C)C(O3)(C)C)C12)C. Reactants: Cl.CC1=C(C=CC=2C(OCC21)=O)CCN2CCNCC2 (4-methyl-5-[2-(piperazin-1-yl)ethyl]-2-benzofuran-1(3H)-one hydrochloride), N1(N=NN=C1)C1=CC=C(C=N1)CC=O ([6-(1H-tetrazol-1-yl)pyridin-3-yl]acetaldehyde). Product: CC1=C2COC(C2=CC=C1CCN1CCN(CC1)CCC=1C=NC(=CC1)N1N=NN=C1)=O (4-Methyl-5-[2-[4-[2-[6-(tetrazol-1-yl)-3-pyridyl]ethyl]piperazin-1-yl]ethyl]-3H-isobenzofuran-1-one). As a reaction SMILES: Cl.[CH3:2][C:3]1[C:11]2[CH2:10][O:9][C:8](=[O:12])[C:7]=2[CH:6]=[CH:5][C:4]=1[CH2:13][CH2:14][N:15]1[CH2:20][CH2:19][NH:18][CH2:17][CH2:16]1.[N:21]1([C:26]2[N:31]=[CH:30][C:29]([CH2:32][CH:33]=O)=[CH:28][CH:27]=2)[CH:25]=[N:24][N:23]=[N:22]1>>[CH3:2][C:3]1[C:4]([CH2:13][CH2:14][N:15]2[CH2:20][CH2:19][N:18]([CH2:33][CH2:32][C:29]3[CH:30]=[N:31][C:26]([N:21]4[CH:25]=[N:24][N:23]=[N:22]4)=[CH:27][CH:28]=3)[CH2:17][CH2:16]2)=[CH:5][CH:6]=[C:7]2[C:11]=1[CH2:10][O:9][C:8]2=[O:12] |f:0.1|. Procedure: 4-Methyl-5-[2-[4-[2-[6-(tetrazol-1-yl)-3-pyridyl]ethyl]piperazin-1-yl]ethyl]-3H-isobenzofuran-1-one was prepared in a similar fashion to that described for the synthesis of Example 38 starting from 4-methyl-5-[2-(piperazin-1-yl)ethyl]-2-benzofuran-1(3H)-one hydrochloride and [6-(1H-tetrazol-1-yl)pyridin-3-yl]acetaldehyde. LC-MS (IE, m/z): 406.1 [(M+1)+−28]. (0.61 μm)